From a dataset of the Open Reaction Database (ORD), a public repository of structured organic reaction records. describe an organic reaction: reactants, conditions, products, and yield Reactants: CC1=C(C=CC(=C1)C(=O)C)O (4-hydroxy-3-methylacetophenone), CO3, BrCCCBr (1,3-dibromopropane). Solvent: C(C)#N (acetonitrile). Yields the product BrCCCOC1=C(C=C(C=C1)C(C)=O)C (1-[4-(3-bromopropoxy)-3-methylphenyl]-ethanone). Reaction SMILES: [CH3:1][C:2]1[CH:7]=[C:6]([C:8]([CH3:10])=[O:9])[CH:5]=[CH:4][C:3]=1[OH:11].[Br:12][CH2:13][CH2:14][CH2:15]Br>C(#N)C>[Br:12][CH2:13][CH2:14][CH2:15][O:11][C:3]1[CH:4]=[CH:5][C:6]([C:8](=[O:9])[CH3:10])=[CH:7][C:2]=1[CH3:1]. Procedure: A mixture of 4-hydroxy-3-methylacetophenone (14.5 g, 96 mmol), K2 CO3 (17.5 g, 144 mmol), and 1,3-dibromopropane (30 g, 144 mmol) in acetonitrile (400 ml) was heated at reflux for 6 hours. At the end of the reaction, the solvent was removed on a rotary evaporator, and the crude solid was extracted into dichloromethane (750 ml). The insoluble inorganics were filtered off. The dichloromethane solution was concentrated again to a crude oil (34.5 g). Purification was effected by flash chromatography...